From a dataset of the Open Reaction Database (ORD), a public repository of structured organic reaction records. describe an organic reaction: reactants, conditions, products, and yield The reactants are C1(=CC=C(C=C1)C#N)C (p-tolunitrile), [N-]=[N+]=[N-].[Na+] (sodium azide), Cl.C(C)NCC (diethylamine hydrochloride). Run in C1(=CC=CC=C1)C (toluene). The product is C1(=CC=C(C=C1)C1=NN=NN1)C (5-(p-Tolyl)-1H-tetrazole), crystals. Isolated yield 90.0%. RXN SMILES: [C:1]1([CH3:9])[CH:6]=[CH:5][C:4]([C:7]#[N:8])=[CH:3][CH:2]=1.[N-:10]=[N+:11]=[N-:12].[Na+].Cl.C(NCC)C>C1(C)C=CC=CC=1>[C:1]1([CH3:9])[CH:6]=[CH:5][C:4]([C:7]2[NH:12][N:11]=[N:10][N:8]=2)=[CH:3][CH:2]=1 |f:1.2,3.4|. Reported procedure: In an environment of nitrogen, a mixture of p-tolunitrile (35.15 g, 300 mmol.), sodium azide (29.25 g, 450 mmol.), diethylamine hydrochloride (49.32 g, 450 mmol), and toluene (500 mL) was refluxed for 12 hours. After it was allowed to cool down, the beige suspension obtained was extracted with water (3×500 mL). Concentrated HCl was then drop-added into the water extracts to reach a pH value of around 3. The resulting white precipitates were filtered and dried in a vacuum oven all night. 5-(p-Tol... The reactants are CC1(C)CCC=C1c1cc(CO)ccc1-c1cc(C(F)(F)F)ccc1F, ClCCl, CN(C)C=O, O=S(Cl)Cl. The product is CC1(C)CCC=C1c1cc(CCl)ccc1-c1cc(C(F)(F)F)ccc1F. As a reaction SMILES: [CH3:1][C:2]1([CH3:26])[CH2:3][CH2:4][CH:5]=[C:6]1[c:7]1[c:8](-[c:15]2[c:16]([F:25])[cH:17][cH:18][c:19]([C:21]([F:22])([F:23])[F:24])[cH:20]2)[cH:9][cH:10][c:11]([CH2:13][OH:14])[cH:12]1.[Cl:31][CH2:32][Cl:33].[O:34]=[CH:35][N:36]([CH3:37])[CH3:38].[S:27]([Cl:28])([Cl:29])=[O:30]>>[CH3:1][C:2]1([CH3:26])[CH2:3][CH2:4][CH:5]=[C:6]1[c:7]1[c:8](-[c:15]2[c:16]([F:25])[cH:17][cH:18][c:19]([C:21]([F:22])([F:23])[F:24])[cH:20]2)[cH:9][cH:10][c:11]([CH2:13][Cl:29])[cH:12]1. Reactants: [Br-], CC(=O)Nc1ccc(Br)c2c1C(=O)c1ccccc1C2=O, CCCC[N+](CCCC)(CCCC)CCCC, COS(=O)(=O)OC, Clc1ccccc1, [Na+], [OH-]. The product is CC(=O)N(C)c1ccc(Br)c2c1C(=O)c1ccccc1C2=O. RXN SMILES: [Br-:31].[Br:1][c:2]1[cH:3][cH:4][c:5]([NH:18][C:19]([CH3:20])=[O:21])[c:6]2[c:15]1[C:14](=[O:16])[c:13]1[c:8]([cH:9][cH:10][cH:11][cH:12]1)[C:7]2=[O:17].[CH2:32]([N+:33]([CH2:34][CH2:35][CH2:36][CH3:37])([CH2:38][CH2:39][CH2:40][CH3:41])[CH2:42][CH2:43][CH2:44][CH3:45])[CH2:46][CH2:47][CH3:48].[CH3:24][O:25][S:26](=[O:27])(=[O:28])[O:29][CH3:30].[Cl:49][c:50]1[cH:51][cH:52][cH:53][cH:54][cH:55]1.[Na+:23].[OH-:22]>>[Br:1][c:2]1[cH:3][cH:4][c:5]([N:18]([C:19]([CH3:20])=[O:21])[CH3:24])[c:6]2[c:15]1[C:14](=[O:16])[c:13]1[c:8]([cH:9][cH:10][cH:11][cH:12]1)[C:7]2=[O:17]. Reactants: CNCCC1=CC=C(C=C1)[N+](=O)[O-] (N-Methyl-4-nitrophenethylamine), BrCC=1OC2=C(C1)C=C(C=C2)[N+](=O)[O-] (2-bromomethyl-5-nitrobenzofuran), [I-].[Na+] (sodium iodide), C([O-])([O-])=O.[K+].[K+] (potassium carbonate). Run in C(C)#N (acetonitrile). The product is CN(CC=1OC2=C(C1)C=C(C=C2)[N+](=O)[O-])CCC2=CC=C(C=C2)[N+](=O)[O-] (N-Methyl-N-(5-nitrobenzofur-2-ylmethyl)-4-nitrophenethylamine). RXN SMILES: [CH3:1][NH:2][CH2:3][CH2:4][C:5]1[CH:10]=[CH:9][C:8]([N+:11]([O-:13])=[O:12])=[CH:7][CH:6]=1.Br[CH2:15][C:16]1[O:17][C:18]2[CH:24]=[CH:23][C:22]([N+:25]([O-:27])=[O:26])=[CH:21][C:19]=2[CH:20]=1.[I-].[Na+].C(=O)([O-])[O-].[K+].[K+]>C(#N)C>[CH3:1][N:2]([CH2:3][CH2:4][C:5]1[CH:10]=[CH:9][C:8]([N+:11]([O-:13])=[O:12])=[CH:7][CH:6]=1)[CH2:15][C:16]1[O:17][C:18]2[CH:24]=[CH:23][C:22]([N+:25]([O-:27])=[O:26])=[CH:21][C:19]=2[CH:20]=1 |f:2.3,4.5.6|. Reported procedure: N-Methyl-4-nitrophenethylamine (0.41 g, 2.3 mmole), 2-bromomethyl-5-nitrobenzofuran (0.66 g, 2.6 mmole), sodium iodide (0.39 g, 2.6 mmole) and potassium carbonate (0.36 g, 2.6 mmole) were heated at reflux temperature in acetonitrile (50 ml) for 8 days. The solvent was then evaporated, water was added, and the mixture extracted three times with methylene chloride. The combined organic extracts were washed with water, dried (MgSO4) and evaporated to give a semi-solid which was recrystallised from ... Reaction SMILES: [CH3:1][CH:2]1[CH2:7][CH:6]([CH3:8])[CH2:5][N:4]([C:9]2[N:14]=[C:13]([CH3:15])[C:12]([CH:16]([CH2:21][CH2:22][CH3:23])[C:17]([O:19]C)=[O:18])=[C:11]([C:24]3[CH:29]=[CH:28][C:27]([CH3:30])=[CH:26][CH:25]=3)[N:10]=2)[CH2:3]1.[OH-].[Na+]>CO>[CH3:1][CH:2]1[CH2:7][CH:6]([CH3:8])[CH2:5][N:4]([C:9]2[N:14]=[C:13]([CH3:15])[C:12]([CH:16]([CH2:21][CH2:22][CH3:23])[C:17]([OH:19])=[O:18])=[C:11]([C:24]3[CH:25]=[CH:26][C:27]([CH3:30])=[CH:28][CH:29]=3)[N:10]=2)[CH2:3]1 |f:1.2|. Starting materials: CC1CN(CC(C1)C)C1=NC(=C(C(=N1)C)C(C(=O)OC)CCC)C1=CC=C(C=C1)C (methyl 2-(2-(3,5-dimethylpiperidin-1-yl)-4-methyl-6-p-tolylpyrimidin-5-yl)pentanoate), [OH-].[Na+] (sodium hydroxide). Run in CO (methanol). Product: CC1CN(CC(C1)C)C1=NC(=C(C(=N1)C)C(C(=O)O)CCC)C1=CC=C(C=C1)C (2-(2-(3,5-dimethylpiperidin-1-yl)-4-methyl-6-p-tolylpyrimidin-5-yl)pentanoic acid). Procedure: To a solution of methyl 2-(2-(3,5-dimethylpiperidin-1-yl)-4-methyl-6-p-tolylpyrimidin-5-yl)pentanoate (0.090 g; 0.227 mmol) in methanol (3 mL) was added a solution of sodium hydroxide 5N (0.488 mL; 2.44 mmol) and the reaction mixture was heated to reflux for 18 h. The volatiles were removed under reduced pressure, the residue was dissolved in water and the pH of the solution was adjusted between 2 and 3 by addition of a solution of hydrochloric acid 6N. The formed precipitate was collected by fi... The yield is 74.6%. The reactants are C(#N)C1=CC(=C(C(=O)OC)C=C1)F (methyl 4-cyano-2-fluorobenzoate), ice water, [N+](=O)(O)[O-] (nitric acid), S(O)(O)(=O)=O (sulfuric acid). Reaction conditions: temperature 45 celsius. Yields the product C(#N)C1=CC(=C(C(=O)OC)C=C1[N+](=O)[O-])F (methyl 4-cyano-2-fluoro-5-nitrobenzoate). Isolated yield 43.0%. RXN SMILES: [C:1]([C:3]1[CH:12]=[CH:11][C:6]([C:7]([O:9][CH3:10])=[O:8])=[C:5]([F:13])[CH:4]=1)#[N:2].[N+:14]([O-])([OH:16])=[O:15].S(=O)(=O)(O)O>>[C:1]([C:3]1[C:12]([N+:14]([O-:16])=[O:15])=[CH:11][C:6]([C:7]([O:9][CH3:10])=[O:8])=[C:5]([F:13])[CH:4]=1)#[N:2]. Procedure details: To a flask containing methyl 4-cyano-2-fluorobenzoate (1.61 g, 9.0 mmol) was added fuming nitric acid (15 mL) followed by concentrated sulfuric acid (4 mL). The mixture was heated to 45° C. for 15 h before cooling to room temperature. The solution was then poured into ice water and the resulting mixture was extracted twice with ethyl acetate. The combined organic extracts were washed with saturated sodium bicarbonate solution, dried over magnesium sulfate, filtered, and concentrated to provide m...